From a dataset of the Open Reaction Database (ORD), a public repository of structured organic reaction records. describe an organic reaction: reactants, conditions, products, and yield Reactants: [Br-], CC[Mg+], C#CCCO, C[Si](C)(C)Cl, C1CCOC1, O=S(=O)(O)O. Product: C[Si](C)(C)C#CCCO. Reaction SMILES: [Br-:1].[CH2:2]([Mg+:3])[CH3:4].[CH2:5]([CH2:6][C:7]#[CH:8])[OH:9].[Cl:10][Si:11]([CH3:12])([CH3:13])[CH3:14].[O:20]1[CH2:21][CH2:22][CH2:23][CH2:24]1.[S:15](=[O:16])(=[O:17])([OH:18])[OH:19]>>[CH2:5]([CH2:6][C:7]#[C:8][Si:11]([CH3:12])([CH3:13])[CH3:14])[OH:9].